From a dataset of the Open Reaction Database (ORD), a public repository of structured organic reaction records. describe an organic reaction: reactants, conditions, products, and yield Reaction SMILES: [CH3:2][O:3][C:4]([c:5]1[c:6]([Cl:15])[cH:7][cH:8][c:9]([NH:11][SH:12](=[O:13])=[O:14])[cH:10]1)=[O:16].[NH3:1]>>[NH2:1][C:4](=[O:3])[c:5]1[c:6]([Cl:15])[cH:7][cH:8][c:9]([NH:11][SH:12](=[O:13])=[O:14])[cH:10]1. Yields the product NC(=O)c1cc(N[SH](=O)=O)ccc1Cl. The reactants are COC(=O)c1cc(N[SH](=O)=O)ccc1Cl, N. The reactants are C(#C)C=1N=C(SC1)C1=NC2=C(C(=CC=C2C(=C1)O[C@@H]1C[C@@H]2[C@H](C(N(CCCC\C=C/[C@H]3[C@](NC2=O)(C3)C(=O)O)C)=O)CC1)OC)C ((1aR,3aR,5S,7aR,15aS,Z)-5-(2-(4-ethynylthiazol-2-yl)-7-methoxy-8-methylquinolin-4-yloxy)-9-methyl-3,8-dioxo-1a,2,3,3a,4,5,6,7,7a,8,9,10,11,12,13,15a-hexadecahydro-1H-benzo[c]cyclopropa[g][1,6]diazacyclotetradecine-1a-carboxylic acid), CCN=C=NCCCN(C)C (EDCI), CNS(=O)(=O)C1CC1 (Methyl-cyclopropylsulfonamide), C1CCC2=NCCCN2CC1 (DBU). Solvent: C(Cl)Cl (DCM), C(Cl)Cl (DCM). Run at time 2 hour. Yields the product C(#C)C=1N=C(SC1)C1=NC2=C(C(=CC=C2C(=C1)O[C@@H]1C[C@@H]2[C@H](C(N(CCCC\C=C/[C@H]3[C@](NC2=O)(C3)C(=O)NS(=O)(=O)C3(CC3)C)C)=O)CC1)OC)C ((1aR,3aR,5S,7aR,15aS,Z)-5-(2-(4-ethynylthiazol-2-yl)-7-methoxy-8-methylquinolin-4-yloxy)-9-methyl-N-(1-methylcyclopropylsulfonyl)-3,8-dioxo-1a,2,3,3a,4,5,6,7,7a,8,9,10,11,12,13,15a-hexadecahydro-1H-benzo[c]cyclopropa[g][1,6]diazacyclotetradecine-1a-carboxamide). Reaction SMILES: [C:1]([C:3]1[N:4]=[C:5]([C:8]2[CH:17]=[C:16]([O:18][C@H:19]3[CH2:43][CH2:42][C@H:22]4[C:23](=[O:41])[N:24]([CH3:40])[CH2:25][CH2:26][CH2:27][CH2:28][CH:29]=[CH:30][C@@H:31]5[CH2:36][C@@:32]5([C:37]([OH:39])=O)[NH:33][C:34](=[O:35])[C@@H:21]4[CH2:20]3)[C:15]3[C:10](=[C:11]([CH3:46])[C:12]([O:44][CH3:45])=[CH:13][CH:14]=3)[N:9]=2)[S:6][CH:7]=1)#[CH:2].[CH3:47]CN=C=NCCCN(C)C.C[NH:59][S:60]([CH:63]1[CH2:65][CH2:64]1)(=[O:62])=[O:61].C1CCN2C(=NCCC2)CC1>C(Cl)Cl>[C:1]([C:3]1[N:4]=[C:5]([C:8]2[CH:17]=[C:16]([O:18][C@H:19]3[CH2:43][CH2:42][C@H:22]4[C:23](=[O:41])[N:24]([CH3:40])[CH2:25][CH2:26][CH2:27][CH2:28][CH:29]=[CH:30][C@@H:31]5[CH2:36][C@@:32]5([C:37]([NH:59][S:60]([C:63]5([CH3:47])[CH2:65][CH2:64]5)(=[O:62])=[O:61])=[O:39])[NH:33][C:34](=[O:35])[C@@H:21]4[CH2:20]3)[C:15]3[C:10](=[C:11]([CH3:46])[C:12]([O:44][CH3:45])=[CH:13][CH:14]=3)[N:9]=2)[S:6][CH:7]=1)#[CH:2]. Procedure details: To compound 46 (0.00003 mmol) in DCM (2 mL) under nitrogen was added EDCI (0.000062 mmol). The reaction mixture was stirred at room temperature for 2 hrs. Methyl-cyclopropylsulfonamide (0.00012 mmol) and DBU (0.00012 mmol) were then added and the reaction was stirred at room temperature for 16 hrs. DCM was then added, the mixture was washed with water and brine. Solvent was evaporated and the crude material was purified by silica gel chromatography (DCM/MeOH) to yield compound 52 as a white soli... Starting materials: C1=NC=CC2=CC(=CC=C12)NC(C(CCNC(OC(C)(C)C)=O)C1=CC=C(C=C1)O[Si](C(C)C)(C(C)C)C(C)C)=O (tert-butyl 4-(isoquinolin-6-ylamino)-4-oxo-3-(4-(triisopropylsilyloxy)phenyl)butylcarbamate), CCCC[N+](CCCC)(CCCC)CCCC.[F-] (TBAF), NH4Cl(sat). Run in C1CCOC1 (THF). Run at temperature 0 celsius, time 30 minute. Yields the product OC1=CC=C(C=C1)C(CCNC(OC(C)(C)C)=O)C(=O)NC=1C=C2C=CN=CC2=CC1 (tert-butyl 3-(4-hydroxyphenyl)-4-(isoquinolin-6-ylamino)-4-oxobutylcarbamate). RXN SMILES: [CH:1]1[C:10]2[C:5](=[CH:6][C:7]([NH:11][C:12](=[O:41])[CH:13]([C:24]3[CH:29]=[CH:28][C:27]([O:30][Si](C(C)C)(C(C)C)C(C)C)=[CH:26][CH:25]=3)[CH2:14][CH2:15][NH:16][C:17](=[O:23])[O:18][C:19]([CH3:22])([CH3:21])[CH3:20])=[CH:8][CH:9]=2)[CH:4]=[CH:3][N:2]=1.CCCC[N+](CCCC)(CCCC)CCCC.[F-]>C1COCC1>[OH:30][C:27]1[CH:28]=[CH:29][C:24]([CH:13]([C:12]([NH:11][C:7]2[CH:6]=[C:5]3[C:10](=[CH:9][CH:8]=2)[CH:1]=[N:2][CH:3]=[CH:4]3)=[O:41])[CH2:14][CH2:15][NH:16][C:17](=[O:23])[O:18][C:19]([CH3:22])([CH3:21])[CH3:20])=[CH:25][CH:26]=1 |f:1.2|. Reported procedure: To tert-butyl 4-(isoquinolin-6-ylamino)-4-oxo-3-(4-(triisopropylsilyloxy)phenyl)butylcarbamate (E306) in THF at 0° C. was added TBAF and the solution was stirred at 0° C. for 30 min. The solution was poured into NH4Cl(sat) and extracted with EtOAc. The combined organics were dried (Na2SO4), filtered, and evaporated. Column chromatography (SiO2, 5-8% MeOH/CH2Cl2) gave pure tert-butyl 3-(4-hydroxyphenyl)-4-(isoquinolin-6-ylamino)-4-oxobutylcarbamate (E307). Reactants: [H][H] (hydrogen), [H-].[Na+] (sodium hydride), Br\C(\C(=O)O)=C(/C=C/C1=C(CCCC1(C)C)C)\C ((2Z,4E)-2-bromo-3-methyl-5-(2,6,6-trimethyl-1-cyclohexen-1-yl)-2,4-pentadienoic acid), CI (Methyl iodide), ice water. Solvent: CN(C=O)C (dimethylformamide), O1CCCC1 (tetrahydrofuran). Run at temperature 55 celsius. Yields the product Br\C(\C(=O)OC)=C(/C=C/C1=C(CCCC1(C)C)C)\C (methyl (2Z,4E)-2-bromo-3-methyl-5-(2,6,6-trimethyl-1-cyclohexen-1-yl)-2,4-pentadienoate), Br\C(\C(=O)OC)=C(\C=C\C1=C(CCCC1(C)C)C)/C (methyl (2E,4E)-2-bromo-3-methyl-5-(2,6,6-trimethyl-cyclohexen-1-yl)-2,4-pentadienoate). As a reaction SMILES: [Br:1]/[C:2](=[C:6](/[CH3:18])\[CH:7]=[CH:8]\[C:9]1[C:14]([CH3:16])([CH3:15])[CH2:13][CH2:12][CH2:11][C:10]=1[CH3:17])/[C:3]([OH:5])=[O:4].[H-].[Na+].[H][H].[CH3:23]I>CN(C)C=O.O1CCCC1>[Br:1]/[C:2](=[C:6](/[CH3:18])\[CH:7]=[CH:8]\[C:9]1[C:14]([CH3:16])([CH3:15])[CH2:13][CH2:12][CH2:11][C:10]=1[CH3:17])/[C:3]([O:5][CH3:23])=[O:4].[Br:1]/[C:2](=[C:6](\[CH3:18])/[CH:7]=[CH:8]/[C:9]1[C:14]([CH3:16])([CH3:15])[CH2:13][CH2:12][CH2:11][C:10]=1[CH3:17])/[C:3]([O:5][CH3:23])=[O:4] |f:1.2|. Procedure: A mixture of (2E,4E) and (2Z,4E)-2-bromo-3-methyl-5-(2,6,6-trimethyl-1-cyclohexen-1-yl)-2,4-pentadienoic acid (75 g) was dissolved in dimethylformamide (500 ml) and slowly added to a suspension of sodium hydride (10.5 g; 65% in oil) in tetrahydrofuran (1100 ml) at 10° C. and then stirred until all hydrogen evolution ceased. Methyl iodide (50 g) was then added and the resulting mixture was heated for 2 hours at 50-60° C., poured onto an ice-water mixture and extracted with hexane. The hexane extr... Reactants: O=C([O-])[O-], CN(C)C=O, O=C1Nc2cnc(Cl)nc2N(C2CCCCC2)CC1(F)F, [Cs+], [Cs+], CI, O. Yields the product CN1C(=O)C(F)(F)CN(C2CCCCC2)c2nc(Cl)ncc21. As a reaction SMILES: [C:27](=[O:28])([O-:29])[O-:30].[CH3:22][N:23]([CH3:24])[CH:25]=[O:26].[Cl:1][c:2]1[n:3][cH:4][c:5]2[c:6]([n:21]1)[N:7]([CH:15]1[CH2:16][CH2:17][CH2:18][CH2:19][CH2:20]1)[CH2:8][C:9]([F:13])([F:14])[C:10](=[O:12])[NH:11]2.[Cs+:31].[Cs+:32].[I:33][CH3:34].[OH2:35]>>[Cl:1][c:2]1[n:3][cH:4][c:5]2[c:6]([n:21]1)[N:7]([CH:15]1[CH2:16][CH2:17][CH2:18][CH2:19][CH2:20]1)[CH2:8][C:9]([F:13])([F:14])[C:10](=[O:12])[N:11]2[CH3:22]. The reactants are C1=C2C(=CC3=CC=CC=C13)C(=O)OC2=O (2,3-naphthalenedicarboxylic anhydride), CC(C(=O)O)C(=O)O (methylmalonic acid), Cl (hydrochloric acid). The solvent is C(C)N(CC)CC (triethylamine). Product: O=C(CC)C=1C(=CC2=CC=CC=C2C1)C(=O)O (3-(1'-oxopropyl)naphthalene-2-carboxylic acid). Isolated yield 56.3%. RXN SMILES: [CH:1]1[C:10]2[C:5](=[CH:6][CH:7]=[CH:8][CH:9]=2)[CH:4]=[C:3]2[C:11]([O:13][C:14](=[O:15])[C:2]=12)=[O:12].[CH3:16][CH:17](C(O)=O)C(O)=O.Cl>C(N(CC)CC)C>[O:12]=[C:11]([C:3]1[C:2]([C:14]([OH:13])=[O:15])=[CH:1][C:10]2[C:5]([CH:4]=1)=[CH:6][CH:7]=[CH:8][CH:9]=2)[CH2:16][CH3:17]. Reported procedure: A mixture of 2,3-naphthalenedicarboxylic anhydride (35.5 g), methylmalonic acid (25 g) and triethylamine (250 ml) was stirred and refluxed for 8 hr. The cooled reaction mixture was poured onto 10% hydrochloric acid (2 liter) and the aqueous slurry was extracted with chloroform (1.5 liter). The dried (magnesium sulphate) extract was evaporated to dryness to give an oil which was recrystallised from light petroleum (b.p. 60°-80°)/chloroform to give 3-(1'-oxopropyl)naphthalene-2-carboxylic acid (23... The reactants are N1N=C(N=C1)C(=O)N (1,2,4-triazole-3-carboxamide), C(CCCCCCCCCCCCCCC)(=O)Cl (palmitoyl chloride), C(C)OCC (diethyl ether). Run in C(C)N(CC)CC (triethylamine). Reaction conditions: time 24 hour. Yields the product C(CCCCCCCCCCCCCCC)(=O)C1=NC(=NN1)C(=O)N (Palmitoyl-s-triazole-3-carboxamide). RXN SMILES: [NH:1]1[CH:5]=[N:4][C:3]([C:6]([NH2:8])=[O:7])=[N:2]1.[C:9](Cl)(=[O:25])[CH2:10][CH2:11][CH2:12][CH2:13][CH2:14][CH2:15][CH2:16][CH2:17][CH2:18][CH2:19][CH2:20][CH2:21][CH2:22][CH2:23][CH3:24].C(OCC)C>C(N(CC)CC)C>[C:9]([C:5]1[NH:1][N:2]=[C:3]([C:6]([NH2:8])=[O:7])[N:4]=1)(=[O:25])[CH2:10][CH2:11][CH2:12][CH2:13][CH2:14][CH2:15][CH2:16][CH2:17][CH2:18][CH2:19][CH2:20][CH2:21][CH2:22][CH2:23][CH3:24]. Procedure details: To a cooled, stirred mixture of 3 g. of 1,2,4-triazole-3-carboxamide and 7.4 g. of palmitoyl chloride in 125 ml. of anhydrous diethyl ether is added rapidly 2.75 g. of triethylamine. The cooling bath is removed and the mixture is stirred. at room temperature for 24 hours. The mixture is filtered and the solid is washed successively with diethyl ether, cold water, diethyl ether and then dried in vacuo for 4 hours. The solid is extracted with hot dry acetonitrile and cooled yielding a colorless so... Starting materials: C(C)OC(C)=O.CO (ethylacetate methanol), CS(=O)C1=NN2C(C=C(C=C2N)C2=NC=CC=C2)=N1 (2-methanesulfinyl-7-pyridin-2-yl-[1,2,4]triazolo[1,5-a]pyridin-5-ylamine), N12CCCCCC2=NCCC1 (1,8-diazabicyclo[5.4.0]undec-7-en). Run in N1N=CC=C1 (pyrazole). Run at temperature 120 celsius, time 8 hour. Yields the product N1(N=CC=C1)C1=NN2C(C=C(C=C2N)C2=NC=CC=C2)=N1 (2-pyrazol-1-yl-7-pyridin-2-yl-[1,2,4]triazolo[1,5-a]pyridin-5-ylamine). Yield: 23.4%. RXN SMILES: CS([C:4]1[N:19]=[C:7]2[CH:8]=[C:9]([C:13]3[CH:18]=[CH:17][CH:16]=[CH:15][N:14]=3)[CH:10]=[C:11]([NH2:12])[N:6]2[N:5]=1)=O.[N:20]12[CH2:30][CH2:29][CH2:28][N:27]=C1CCCCC2.C(OC(=O)C)C.CO>N1C=CC=N1>[N:20]1([C:4]2[N:19]=[C:7]3[CH:8]=[C:9]([C:13]4[CH:18]=[CH:17][CH:16]=[CH:15][N:14]=4)[CH:10]=[C:11]([NH2:12])[N:6]3[N:5]=2)[CH:30]=[CH:29][CH:28]=[N:27]1 |f:2.3|. Procedure details: A mixture of 0.50 g (0.002 mol) 2-methanesulfinyl-7-pyridin-2-yl-[1,2,4]triazolo[1,5-a]pyridin-5-ylamine and 0.33 ml (0.002 mol) 1,8-diazabicyclo[5.4.0]undec-7-en in 12.5 g molten pyrazole as solvent was stirred overnight at 120° C. Destillation of the solvent and chromatography on silicagel with ethylacetate/methanol 95/5 gave 0.13 g (26%) 2-pyrazol-1-yl-7-pyridin-2-yl-[1,2,4]triazolo[1,5-a]pyridin-5-ylamine as a white solid, MS m/e (%):278 (M+H+,100).